From a dataset of the Open Reaction Database (ORD), a public repository of structured organic reaction records. describe an organic reaction: reactants, conditions, products, and yield The reactants are [N+](=[N-])=CC(=O)OCC (ethyl diazoacetate), C1(CCCC1)C(C)O (1-cyclopentylethan-1-ol). The reagents and catalysts are CC(=O)O.CC(=O)O.CC(=O)O.CC(=O)O.[Rh].[Rh] (rhodium (II) acetate dimer). Run in CCCCCCC (heptane), ClCCl (dichloromethane). Conditions: time 0.5 hour. The product is C(C)OC(COC(C)C1CCCC1)=O ((1-Cyclopentylethoxy)acetic acid ethyl ester). Yield: 44.8%. As a reaction SMILES: [CH:1]1([CH:6]([OH:8])[CH3:7])[CH2:5][CH2:4][CH2:3][CH2:2]1.[N+](=[CH:11][C:12]([O:14][CH2:15][CH3:16])=[O:13])=[N-]>ClCCl.CCCCCCC.CC(O)=O.CC(O)=O.CC(O)=O.CC(O)=O.[Rh].[Rh]>[CH2:15]([O:14][C:12](=[O:13])[CH2:11][O:8][CH:6]([CH:1]1[CH2:5][CH2:4][CH2:3][CH2:2]1)[CH3:7])[CH3:16] |f:4.5.6.7.8.9|. Procedure: To a solution of 1-cyclopentylethan-1-ol (1.14 g, 10.0 mmol) in dichloromethane (20 mL) is added rhodium (II) acetate dimer (10 mg) followed by ethyl diazoacetate (0.95 mL, 9.03 mmol). The reaction mixture is stirred at rt for 0.5 h. The reaction mixture is diluted with heptane, and filtered. The filtrate is evaporated, and the residue is purified by chromatography on silica gel; elution with EtOAc:heptane (1:9) gives 0.81 g of the product 452. 1H NMR (CDCl3) δ 4.30-4.15 (m, 2 H), 4.09 (d, 2 H),... Reactants: OC1=CC(=CC2=C1C(=C(C(O2)(C)C)CCC(=O)O)C)CCCCC (5-Hydroxy-2,2,4-trimethyl-7-pentyl-2H-1-benzopyran-3-propanoic acid), C(=O)(N1C=NC=C1)N1C=NC=C1 (carbonyldiimidazole), ON1C(CCC1=O)=O (N-hydroxysuccinimide). Run in C1CCOC1 (THF). Product: OC1=CC(=CC2=C1C(=C(C(O2)(C)C)CCC(ON2C(CCC2=O)=O)=O)C)CCCCC (1-[3-(5-Hydroxy-2,2,4-trimethyl-7-pentyl-2H-1-benzopyran-3-yl)-1-oxopropoxy]-2,5-pyrrolidinedione). Isolated yield 34.1%. RXN SMILES: [OH:1][C:2]1[C:7]2[C:8]([CH3:19])=[C:9]([CH2:14][CH2:15][C:16]([OH:18])=[O:17])[C:10]([CH3:13])([CH3:12])[O:11][C:6]=2[CH:5]=[C:4]([CH2:20][CH2:21][CH2:22][CH2:23][CH3:24])[CH:3]=1.C(N1C=CN=C1)(N1C=CN=C1)=O.O[N:38]1[C:42](=[O:43])[CH2:41][CH2:40][C:39]1=[O:44]>C1COCC1>[OH:1][C:2]1[C:7]2[C:8]([CH3:19])=[C:9]([CH2:14][CH2:15][C:16](=[O:18])[O:17][N:38]3[C:42](=[O:43])[CH2:41][CH2:40][C:39]3=[O:44])[C:10]([CH3:13])([CH3:12])[O:11][C:6]=2[CH:5]=[C:4]([CH2:20][CH2:21][CH2:22][CH2:23][CH3:24])[CH:3]=1. Procedure: Alternate Synthesis To a solution of 100 mg (0.30 mmol) of the acid 5-Hydroxy-2,2,4-trimethyl-7-pentyl-2H-1-benzopyran-3-propanoic acid in 15 mL of anhy. THF under argon and cooled in an ice-water bath was added 150 mg (3 eq) of carbonyldiimidazole (CDI) (Fluka Chem. Co.) as a solid in one lot. The reaction was stirred at ~0° C. for ~1 hr. The ice bath was removed and the stirred reaction allowed to warm up to RT over 1.5 hr. To the reaction was then added 345 mg (10 eq) of N-hydroxysuccinimide ... The reactants are CCO, Cl, N#Cc1c(F)cccc1OC(F)F, NO, [Na+], [Na+], O=C([O-])[O-], O. Yields the product NC(=NO)c1c(F)cccc1OC(F)F. As a reaction SMILES: [CH3:24][CH2:25][OH:26].[ClH:14].[F:1][CH:2]([O:3][c:4]1[c:5]([C:6]#[N:7])[c:8]([F:12])[cH:9][cH:10][cH:11]1)[F:13].[NH2:15][OH:16].[Na+:17].[Na+:18].[O-:19][C:20](=[O:21])[O-:22].[OH2:23]>>[F:1][CH:2]([O:3][c:4]1[c:5]([C:6]([NH2:7])=[N:15][OH:16])[c:8]([F:12])[cH:9][cH:10][cH:11]1)[F:13]. Starting materials: NC=1SC=C(N1)C(C(=O)O)=NOCCCl (2-(2-Aminothiazol-4-yl)-2-(2-chloroethoxyimino)-acetic acid), C(C)(=O)OC(C)=O (acetic anhydride), C(=O)O (formic acid). Solvent: O1CCCC1 (tetrahydrofuran). Yields the product C(=O)NC=1SC=C(N1)C(C(=O)O)=NOCCCl (2-(2-formamidothiazol-4-yl)-2-(2-chloroethoxyimino)acetic acid). Yield: 80.3%. Reaction SMILES: [NH2:1][C:2]1[S:3][CH:4]=[C:5]([C:7](=[N:11][O:12][CH2:13][CH2:14][Cl:15])[C:8]([OH:10])=[O:9])[N:6]=1.[C:16](OC(=O)C)(=[O:18])C.C(O)=O>O1CCCC1>[CH:16]([NH:1][C:2]1[S:3][CH:4]=[C:5]([C:7](=[N:11][O:12][CH2:13][CH2:14][Cl:15])[C:8]([OH:10])=[O:9])[N:6]=1)=[O:18]. Procedure details: 2-(2-Aminothiazol-4-yl)-2-(2-chloroethoxyimino)-acetic acid (syn isomer, 15 g.), acetic anhydride (24.5 g.), formic acid (11.0 g.) and tetrahydrofuran (50 ml.) were treated in a similar manner to that of Example F-(5) to give 2-(2-formamidothiazol-4-yl)-2-(2-chloroethoxyimino)acetic acid (syn isomer, 13.4 g.), mp 155° C. (dec.). The reactants are C([O-])([O-])=O.[Na+].[Na+] (sodium carbonate), II (iodine), II (iodine), CC=1OC=CC1S (2-methyl-3-furanthiol), C(CCCCCC)S (n-heptylmercaptan). Solvent: O (water), C(C)OCC (diethyl ether), C(C)OCC (diethyl ether). Run at time 20 minute. Product: C(CCCCCC)SSC1=C(OC=C1)C (n-HEPTYL(2-METHYL-3-FURYL) DISULFIDE). Reaction SMILES: [CH3:1][C:2]1[O:3][CH:4]=[CH:5][C:6]=1[SH:7].[CH2:8]([SH:15])[CH2:9][CH2:10][CH2:11][CH2:12][CH2:13][CH3:14].C(=O)([O-])[O-].[Na+].[Na+].II>C(OCC)C.O>[CH2:8]([S:15][S:7][C:6]1[CH:5]=[CH:4][O:3][C:2]=1[CH3:1])[CH2:9][CH2:10][CH2:11][CH2:12][CH2:13][CH3:14] |f:2.3.4|. Reported procedure: 0.57 Grams (0.0050 moles) of 2-methyl-3-furanthiol and 1.32 grams (0.01 moles) of n-heptylmercaptan are dissolved in 12 ml of diethyl ether. 0.8 Grams (0.0075 moles) of sodium carbonate dissolved in 8 ml water is added to the reaction mass. Over a period of 20 minutes, a solution of 1.9 grams (0.0075 moles) of iodine dissolved in 6 ml diethyl ether is added to the reaction mass with stirring until the iodine color remains. The reaction mass is then stirred over a period of 35 minutes. Starting materials: CCOC(=O)c1cc(-c2ccccc2)[nH]c(=O)c1C(=O)OCC, CC(=O)OC(C)=O, O, O=[N+]([O-])O. The product is CCOC(=O)c1c([N+](=O)[O-])c(-c2ccccc2)[nH]c(=O)c1C(=O)OCC. As a reaction SMILES: [CH2:1]([CH3:2])[O:3][C:4](=[O:5])[c:6]1[c:7](=[O:23])[nH:8][c:9](-[c:17]2[cH:18][cH:19][cH:20][cH:21][cH:22]2)[cH:10][c:11]1[C:12](=[O:13])[O:14][CH2:15][CH3:16].[CH3:29][C:30]([O:31][C:32](=[O:33])[CH3:34])=[O:35].[OH2:28].[OH:24][N+:25]([O-:26])=[O:27]>>[CH2:1]([CH3:2])[O:3][C:4](=[O:5])[c:6]1[c:7](=[O:23])[nH:8][c:9](-[c:17]2[cH:18][cH:19][cH:20][cH:21][cH:22]2)[c:10]([N+:25](=[O:24])[O-:26])[c:11]1[C:12](=[O:13])[O:14][CH2:15][CH3:16]. Reactants: O=C(COC1CCN(CC1)C(=O)OC(C)(C)C)N1CCCC1 (Tert-butyl 4-(2-oxo-2-(pyrrolidin-1-yl)ethoxy)piperidine-1-carboxylate). Reported procedure: Tert-butyl 4-(2-oxo-2-(pyrrolidin-1-yl)ethoxy)piperidine-1-carboxylate (105)(3.5 g, 11.20 mmol) was dissolved in dry THF (50 mL), to this was added borane-methyl sulfide complex (8.40 mL, 16.81 mmol) and the reaction was stirred at 40° C. for 3 hours then at ambient temperature overnight. The gummy mixture was evaporated and was quenched with 2.0 N sodium carbonate (50 mL), extracted with EtOAc (3×75 mL), the organic layer was dried over MgSO4, filtered and evaporated to afford the desired mater... Run at temperature 40 celsius, time 3 hour. As a reaction SMILES: O=[C:2]([N:18]1[CH2:22][CH2:21][CH2:20][CH2:19]1)[CH2:3][O:4][CH:5]1[CH2:10][CH2:9][N:8]([C:11]([O:13][C:14]([CH3:17])([CH3:16])[CH3:15])=[O:12])[CH2:7][CH2:6]1>C1COCC1>[N:18]1([CH2:2][CH2:3][O:4][CH:5]2[CH2:6][CH2:7][N:8]([C:11]([O:13][C:14]([CH3:17])([CH3:16])[CH3:15])=[O:12])[CH2:9][CH2:10]2)[CH2:22][CH2:21][CH2:20][CH2:19]1. Yields the product N1(CCCC1)CCOC1CCN(CC1)C(=O)OC(C)(C)C (tert-butyl 4-(2-(pyrrolidin-1-yl)ethoxy)piperidine-1-carboxylate). Run in C1CCOC1 (THF).